From a dataset of the Open Reaction Database (ORD), a public repository of structured organic reaction records. describe an organic reaction: reactants, conditions, products, and yield RXN SMILES: Br[CH:2]([CH2:8][CH2:9][CH2:10][CH2:11][CH2:12][CH2:13][CH2:14][CH2:15][CH3:16])[CH2:3][CH2:4][CH2:5][CH2:6][CH3:7].CN(C)CCN(C)C.[CH3:25][O:26][C:27]1[CH:32]=[CH:31][C:30]([Mg]Br)=[CH:29][CH:28]=1>C1COCC1>[CH3:25][O:26][C:27]1[CH:32]=[CH:31][C:30]([CH:2]([CH2:8][CH2:9][CH2:10][CH2:11][CH2:12][CH2:13][CH2:14][CH2:15][CH3:16])[CH2:3][CH2:4][CH2:5][CH2:6][CH3:7])=[CH:29][CH:28]=1. Reported procedure: The title compound (34.8 g) was prepared from 6-bromo-pentadecane (Example 12, 34 g), N,N,N′,N′-tetramethyletane-1,2-diamine (14.92 g), THF (35 ml) and (4-methoxyphenyl)magnesium bromide (0.5M in THF, 226.5 ml) using the procedure of Example 7. Reactants: BrC(CCCCC)CCCCCCCCC (6-Bromo-pentadecane), CN(CCN(C)C)C (N,N,N′,N′-tetramethyletane-1,2-diamine), COC1=CC=C(C=C1)[Mg]Br ((4-methoxyphenyl)magnesium bromide). Run in C1CCOC1 (THF). The product is COC1=CC=C(C=C1)C(CCCCC)CCCCCCCCC (1-Methoxy-4-(pentadec-6-yl)benzene). Reactants: CC1(CC1)[C@@H](C)NC=1C=2N(N=CC1C(=O)N)C=C(C2)C=2OC(=NN2)S(=O)C (4-((R)-1-(1-methylcyclopropyl)ethylamino)-6-(5-(methylsulfinyl)-1,3,4-oxadiazol-2-yl)pyrrolo[1,2-b]pyridazine-3-carboxamide), CN1CCNCC1 (1-methylpiperazine), CCN(C(C)C)C(C)C (DIPEA). The solvent is CN(C)C=O (DMF), CN1CCCC1=O (NMP). Run at temperature 130 celsius, time 30 minute. Product: CC1(CC1)[C@@H](C)NC=1C=2N(N=CC1C(=O)N)C=C(C2)C=2OC(=NN2)N2CCN(CC2)C ((R)-4-((1-(1-methylcyclopropyl)ethyl)amino)-6-(5-(4-methylpiperazin-1-yl)-1,3,4-oxadiazol-2-yl)pyrrolo[1,2-b]pyridazine-3-carboxamide). Isolated yield 15.2%. Reaction SMILES: [CH3:1][C:2]1([C@H:5]([NH:7][C:8]2[C:9]3[N:10]([CH:17]=[C:18]([C:20]4[O:21][C:22](S(C)=O)=[N:23][N:24]=4)[CH:19]=3)[N:11]=[CH:12][C:13]=2[C:14]([NH2:16])=[O:15])[CH3:6])[CH2:4][CH2:3]1.[CH3:28][N:29]1[CH2:34][CH2:33][NH:32][CH2:31][CH2:30]1.CCN(C(C)C)C(C)C>CN1C(=O)CCC1.CN(C=O)C>[CH3:1][C:2]1([C@H:5]([NH:7][C:8]2[C:9]3[N:10]([CH:17]=[C:18]([C:20]4[O:21][C:22]([N:32]5[CH2:33][CH2:34][N:29]([CH3:28])[CH2:30][CH2:31]5)=[N:23][N:24]=4)[CH:19]=3)[N:11]=[CH:12][C:13]=2[C:14]([NH2:16])=[O:15])[CH3:6])[CH2:4][CH2:3]1. Reported procedure: To a solution of 4-((R)-1-(1-methylcyclopropyl)ethylamino)-6-(5-(methylsulfinyl)-1,3,4-oxadiazol-2-yl)pyrrolo[1,2-b]pyridazine-3-carboxamide (16.00 mg, 0.041 mmol) in NMP (0.5 mL, 0.082M) was added 1-methylpiperazine (20.63 mg, 0.206 mmol) followed with DIPEA (0.029 mL, 0.165 mmol). The solution was stirred at 130° C. for 30 min in a Biotage Initiator microwave. The reaction mixture was dissolved in 1.5 mL of DMF and directly purified on Reverse Phase HPLC to yield desired product (2.65 mg, 15% ...